From a dataset of the Open Reaction Database (ORD), a public repository of structured organic reaction records. describe an organic reaction: reactants, conditions, products, and yield Reactants: CCCCC(CC)COC(=O)CCS, C1COCCO1, CCN(C(C)C)C(C)C, Ic1ccc2c(ccc3nccn32)c1, O=C(C=Cc1ccccc1)C=Cc1ccccc1, O=C(C=Cc1ccccc1)C=Cc1ccccc1, O=C(C=Cc1ccccc1)C=Cc1ccccc1, [Pd], [Pd], CC1(C)c2cccc(P(c3ccccc3)c3ccccc3)c2Oc2c(P(c3ccccc3)c3ccccc3)cccc21. Product: CCCCC(CC)COC(=O)CCSc1ccc2c(ccc3nccn32)c1. Reaction SMILES: [CH2:15]([CH3:16])[CH:17]([CH2:18][O:19][C:20]([CH2:21][CH2:22][SH:23])=[O:24])[CH2:25][CH2:26][CH2:27][CH3:28].[CH2:80]1[O:81][CH2:82][CH2:83][O:84][CH2:85]1.[CH:29]([N:30]([CH2:31][CH3:32])[CH:33]([CH3:34])[CH3:35])([CH3:36])[CH3:37].[I:1][c:2]1[cH:3][c:4]2[cH:5][cH:6][c:7]3[n:8]([c:9]2[cH:10][cH:11]1)[cH:12][cH:13][n:14]3.[O:106]=[C:107]([CH:108]=[CH:109][c:110]1[cH:111][cH:112][cH:113][cH:114][cH:115]1)[CH:116]=[CH:117][c:118]1[cH:119][cH:120][cH:121][cH:122][cH:123]1.[O:124]=[C:125]([CH:126]=[CH:127][c:128]1[cH:129][cH:130][cH:131][cH:132][cH:133]1)[CH:134]=[CH:135][c:136]1[cH:137][cH:138][cH:139][cH:140][cH:141]1.[O:88]=[C:89]([CH:90]=[CH:91][c:92]1[cH:93][cH:94][cH:95][cH:96][cH:97]1)[CH:98]=[CH:99][c:100]1[cH:101][cH:102][cH:103][cH:104][cH:105]1.[Pd:86].[Pd:87].[c:38]1([P:39]([c:40]2[cH:41][cH:42][cH:43][cH:44][cH:45]2)[c:46]2[c:47]3[c:71]([cH:72][cH:73][cH:74]2)[C:68]([CH3:69])([CH3:70])[c:50]2[c:49]([c:54]([P:55]([c:56]4[cH:57][cH:58][cH:59][cH:60][cH:61]4)[c:62]4[cH:63][cH:64][cH:65][cH:66][cH:67]4)[cH:53][cH:52][cH:51]2)[O:48]3)[cH:75][cH:76][cH:77][cH:78][cH:79]1>>[c:2]1([S:23][CH2:22][CH2:21][C:20]([O:19][CH2:18][CH:17]([CH2:15][CH3:16])[CH2:25][CH2:26][CH2:27][CH3:28])=[O:24])[cH:3][c:4]2[cH:5][cH:6][c:7]3[n:8]([c:9]2[cH:10][cH:11]1)[cH:12][cH:13][n:14]3. Reactants: COC(=O)CSCCCOc1ccccc1, [Na+], [OH-]. Yields the product O=C(O)CSCCCOc1ccccc1. As a reaction SMILES: [CH3:1][O:2][C:3]([CH2:4][S:5][CH2:6][CH2:7][CH2:8][O:9][c:10]1[cH:11][cH:12][cH:13][cH:14][cH:15]1)=[O:16].[Na+:18].[OH-:17]>>[O:2]=[C:3]([CH2:4][S:5][CH2:6][CH2:7][CH2:8][O:9][c:10]1[cH:11][cH:12][cH:13][cH:14][cH:15]1)[OH:16]. The reactants are C(C1=CC=CC=C1)=O (benzaldehyde), TiBr4, C(O)([O-])=O.[Na+] (sodium hydrogen carbonate), C1(=CC=CC=C1)C(N1C(OC(=C1)OC)=O)C1=CC=CC=C1 (3-diphenylmethyl-5-methoxy-2(3H)oxazolone). The solvent is C(Cl)Cl (methylene chloride), C(Cl)Cl (methylene chloride). Run at temperature -78 celsius, time 2 hour. Product: C1(=CC=CC=C1)C(N1C(OC(C1C(=O)OC)C1=CC=CC=C1)=O)C1=CC=CC=C1 (3-diphenylmethyl-4-methoxycarbonyl-5-phenyl-2-oxazolidinone). RXN SMILES: [C:1]1([CH:7]([C:16]2[CH:21]=[CH:20][CH:19]=[CH:18][CH:17]=2)[N:8]2[CH:12]=[C:11]([O:13][CH3:14])[O:10][C:9]2=[O:15])[CH:6]=[CH:5][CH:4]=[CH:3][CH:2]=1.[CH:22](=[O:29])[C:23]1[CH:28]=[CH:27][CH:26]=[CH:25][CH:24]=1.C(=O)([O-])O.[Na+]>C(Cl)Cl>[C:1]1([CH:7]([C:16]2[CH:21]=[CH:20][CH:19]=[CH:18][CH:17]=2)[N:8]2[CH:12]([C:11]([O:13][CH3:14])=[O:10])[CH:22]([C:23]3[CH:28]=[CH:27][CH:26]=[CH:25][CH:24]=3)[O:29][C:9]2=[O:15])[CH:2]=[CH:3][CH:4]=[CH:5][CH:6]=1 |f:2.3|. Reported procedure: Under argon atmosphere, in 3 ml of methylene chloride was dissolved 141 mg (0.5 mmol) of 3-diphenylmethyl-5-methoxy-2(3H)oxazolone, and after cooling the solution to −78° C., 53.1 mg (0.5 mmol) of benzaldehyde and 0.05 ml (0.05 mmol) of a methylene chloride solution containing 1.0 M-TiBr4 were added to the solution and the mixture was reacted under stirring for 2 hours. Then, the temperature of the mixture was raised to room temperature, and after stirring for further 16 hours, 15 ml of a satura... Starting materials: ice water, C(\C=C/C(=O)O)(=O)O (maleic acid), C([O-])([O-])=O.[Na+].[Na+] (sodium carbonate), S1C2=C(C=C1)C=C(C=C2)C(COCCN)O (1-(benzo[b]thiophen-5-yl)-2-(2-aminoethoxy) ethanol), ClC1=NC=CC=N1 (2-chloropyrimidine). The solvent is C(C)(=O)OCC (ethyl acetate), C(C)OCC (diethyl ether), C(C)O (ethanol), O (water), O1CCOCC1 (dioxane). Reaction conditions: temperature 50 celsius, time 1 hour. Yields the product C1=C(C=CC2=CC=CC=C12)C(COCC1CNCCO1)O (1-(2-naphthyl)-2-[(morpholin-2-yl)methoxy]ethanol). The yield is 161.6%. As a reaction SMILES: S1[CH:5]=[CH:4][C:3]2[CH:6]=[C:7]([CH:10]([OH:16])[CH2:11][O:12][CH2:13][CH2:14]N)[CH:8]=[CH:9][C:2]1=2.[C:17](=[O:20])([O-])[O-].[Na+].[Na+].Cl[C:24]1N=CC=[CH:26][N:25]=1.[C:30](O)(=O)/[CH:31]=C\C(O)=O>O.O1CCOCC1.C(OCC)C.C(O)C.C(OCC)(=O)C>[CH:6]1[C:3]2[C:2](=[CH:30][CH:31]=[CH:5][CH:4]=2)[CH:9]=[CH:8][C:7]=1[CH:10]([OH:16])[CH2:11][O:12][CH2:13][CH:14]1[O:20][CH2:17][CH2:26][NH:25][CH2:24]1 |f:1.2.3|. Reported procedure: 0.46 g of 1-(benzo[b]thiophen-5-yl)-2-(2-aminoethoxy) ethanol was dissolved in a mixture of 5 ml of water and 5 ml of dioxane. Thereto was added 0.21 g of sodium carbonate. The resulting mixture was heated to 50° C. Thereto was added 0.22 g of 2-chloropyrimidine. The resulting mixture was refluxed for 3 hours. The reaction mixture was added to a mixture of 30 ml of ice water and 30 ml of ethyl acetate. The organic layer was separated. The aqueous layer was extracted with 10 ml of ethyl acetate. ... Starting materials: C1CCOC1, CCOc1cc(C(=O)OC)ccc1[N+](=O)[O-], CO. Yields the product CCOc1cc(C(=O)OC)ccc1N. RXN SMILES: [CH2:19]1[O:20][CH2:21][CH2:22][CH2:23]1.[CH2:1]([CH3:2])[O:3][c:4]1[cH:5][c:6]([C:7](=[O:8])[O:9][CH3:10])[cH:11][cH:12][c:13]1[N+:14]([O-:15])=[O:16].[CH3:17][OH:18]>>[CH2:1]([CH3:2])[O:3][c:4]1[cH:5][c:6]([C:7](=[O:8])[O:9][CH3:10])[cH:11][cH:12][c:13]1[NH2:14]. Reported procedure: Indenofluorenedione 5 (0.200 g, 0.257 mmol), 2-tributylstannylthiophene (0.231 g, 0.618 mmol), and Pd(PPh3)4 (20 mg) in anhydrous toluene (8.0 mL) were heated overnight at 110° C. under nitrogen. The reaction mixture was cooled to room temperature and concentrated to dryness. The crude product was purified by column chromatography on silica gel (CHCl3/hexanes (7:3)) to give 2,8-dithien-2-yl-5,11-didodecylindeno[1,2-b]fluorene-6,12-dione (5B) as a purple solid (121 mg, 60.0% yield). 1H NMR (CDCl3... Reagents/catalysts: C=1C=CC(=CC1)[P](C=2C=CC=CC2)(C=3C=CC=CC3)[Pd]([P](C=4C=CC=CC4)(C=5C=CC=CC5)C=6C=CC=CC6)([P](C=7C=CC=CC7)(C=8C=CC=CC8)C=9C=CC=CC9)[P](C=1C=CC=CC1)(C=1C=CC=CC1)C=1C=CC=CC1 (Pd(PPh3)4). Run in C1(=CC=CC=C1)C (toluene). Starting materials: BrC=1C=CC=2C=3C(=C4C(=C(C3C(C2C1)=O)CCCCCCCCCCCC)C1=CC=C(C=C1C4=O)Br)CCCCCCCCCCCC (2,8-dibromo-5,11-didodecylindeno[1,2-b]fluorene-6,12-dione), C(CCC)[Sn](C=1SC=CC1)(CCCC)CCCC (2-tributylstannylthiophene). Reaction SMILES: Br[C:2]1[CH:3]=[CH:4][C:5]2[C:6]3[C:7]([CH2:37][CH2:38][CH2:39][CH2:40][CH2:41][CH2:42][CH2:43][CH2:44][CH2:45][CH2:46][CH2:47][CH3:48])=[C:8]4[C:34](=[O:35])[C:33]5[C:28](=[CH:29][CH:30]=[C:31](Br)[CH:32]=5)[C:9]4=[C:10]([CH2:16][CH2:17][CH2:18][CH2:19][CH2:20][CH2:21][CH2:22][CH2:23][CH2:24][CH2:25][CH2:26][CH3:27])[C:11]=3[C:12](=[O:15])[C:13]=2[CH:14]=1.C([Sn](CCCC)(CCCC)[C:54]1[S:55][CH:56]=[CH:57][CH:58]=1)CCC>C1(C)C=CC=CC=1.C1C=CC([P]([Pd]([P](C2C=CC=CC=2)(C2C=CC=CC=2)C2C=CC=CC=2)([P](C2C=CC=CC=2)(C2C=CC=CC=2)C2C=CC=CC=2)[P](C2C=CC=CC=2)(C2C=CC=CC=2)C2C=CC=CC=2)(C2C=CC=CC=2)C2C=CC=CC=2)=CC=1>[S:55]1[CH:56]=[CH:57][CH:58]=[C:54]1[C:31]1[CH:30]=[CH:29][C:28]2[C:9]3[C:10]([CH2:16][CH2:17][CH2:18][CH2:19][CH2:20][CH2:21][CH2:22][CH2:23][CH2:24][CH2:25][CH2:26][CH3:27])=[C:11]4[C:12](=[O:15])[C:13]5[C:5](=[CH:4][CH:3]=[C:2]([C:54]6[S:55][CH:56]=[CH:57][CH:58]=6)[CH:14]=5)[C:6]4=[C:7]([CH2:37][CH2:38][CH2:39][CH2:40][CH2:41][CH2:42][CH2:43][CH2:44][CH2:45][CH2:46][CH2:47][CH3:48])[C:8]=3[C:34](=[O:35])[C:33]=2[CH:32]=1 |^1:77,79,98,117|. The yield is 60.1%. Yields the product S1C(=CC=C1)C=1C=CC=2C=3C(=C4C(=C(C3C(C2C1)=O)CCCCCCCCCCCC)C1=CC=C(C=C1C4=O)C=4SC=CC4)CCCCCCCCCCCC (2,8-dithien-2-yl-5,11-didodecylindeno [1,2-b]fluorene-6,12-dione). Reactants: COC(CC(CCC1=CC=CC=C1)O)=O (3-hydroxy-5-phenyl-pentanoic acid methyl ester), [Li+].CC(C)[N-]C(C)C (LDA), CCCCCCC.C1CCOC1.C(C)C1=CC=CC=C1 (heptane THF ethylbezene), C(C)(C)(C)OC(C)=O (tert-butylacetate). The solvent is C1CCOC1 (THF), C1CCOC1 (THF). Conditions: temperature -78 celsius, time 25 minute. The product is C(C)(C)(C)OC(CC(CC(CCC1=CC=CC=C1)O)=O)=O (5-Hydroxy-3-oxo-7-phenyl-heptanoic acid tert-butyl ester). Yield: 95.2%. As a reaction SMILES: [Li+].CC([N-]C(C)C)C.CCCCCCC.C1COCC1.C(C1C=CC=CC=1)C.[C:29]([O:33][C:34](=[O:36])[CH3:35])([CH3:32])([CH3:31])[CH3:30].C[O:38][C:39](=O)[CH2:40][CH:41]([OH:50])[CH2:42][CH2:43][C:44]1[CH:49]=[CH:48][CH:47]=[CH:46][CH:45]=1>C1COCC1>[C:29]([O:33][C:34](=[O:36])[CH2:35][C:39](=[O:38])[CH2:40][CH:41]([OH:50])[CH2:42][CH2:43][C:44]1[CH:45]=[CH:46][CH:47]=[CH:48][CH:49]=1)([CH3:32])([CH3:31])[CH3:30] |f:0.1,2.3.4|. Procedure: A solution of 2.0 M LDA in heptane/THF/ethylbezene (9.4 mL, 18.8 mmol) was added slowly to a stirred solution of tert-butylacetate (2.18 g, 18.8 mmol) in dry THF (20 mL) under N2 at −78° C. After being stirred at −78° C. for 25 min., a solution of the above made 3-hydroxy-5-phenyl-pentanoic acid methyl ester (1.3 g, 6.25 mmol) in dry THF (10 mL) was then added through a cannula. The resultant clear solution was stirred at −78° C. for 1 h and then at −55° C. for another 1 h. The reaction was quen... Yields the product Cl.B(O)(O)CCCCC(C(=O)O)NCC1=CC=C(C=C1)Cl (6-borono-2-(4-chlorobenzylamino)hexanoic acid hydrochloride). Reaction SMILES: [Cl:1][C:2]1[CH:28]=[CH:27][C:5]([CH2:6][NH:7][CH:8]([CH2:14][CH2:15][CH2:16][CH2:17][B:18]2[O:22]C(C)(C)C(C)(C)[O:19]2)[C:9]([O:11]CC)=[O:10])=[CH:4][CH:3]=1>Cl>[ClH:1].[B:18]([CH2:17][CH2:16][CH2:15][CH2:14][CH:8]([NH:7][CH2:6][C:5]1[CH:27]=[CH:28][C:2]([Cl:1])=[CH:3][CH:4]=1)[C:9]([OH:11])=[O:10])([OH:19])[OH:22] |f:2.3|. Solvent: Cl (HCl). Reactants: ClC1=CC=C(CNC(C(=O)OCC)CCCCB2OC(C(O2)(C)C)(C)C)C=C1 (ethyl 2-(4-chlorobenzylamino)-6-(4,4,5,5-tetramethyl-1,3,2-dioxaborolan-2-yl)hexanoate). Yield: 148.8%. Procedure details: A solution of ethyl 2-(4-chlorobenzylamino)-6-(4,4,5,5-tetramethyl-1,3,2-dioxaborolan-2-yl)hexanoate (59 mg) in aq 6 M HCl was heated to reflux for 16 h, concentrated to dryness and purified by preparative HPLC. The residue was redissolved in 2 N HCl and evaporated to give 6-borono-2-(4-chlorobenzylamino)hexanoic acid hydrochloride (36 mg, 83%). 1H NMR (CD3OD, 300 MHz) δ 7.56-7.46 (m, 4H), 4.23 (s, 2H), 4.09-3.98 (m, 1H), 2.02-1.91 (m, 2H), 1.52-1.37 (m, 4H), 0.81 (t, J=7.0 Hz, 2H). ESI MS found... Reactants: [H-].[Na+] (Sodium Hydride), COC(NCCCOC1=CC=C(C=C1)C(=O)N1[C@H](C[C@H](C2=CC=CC=C12)N(C1=CC=C(C=C1)Cl)C(C)=O)C)=O ((2S,4R)-[3-(4-{4-[Acetyl-(4-chloro-phenyl)-amino]-2-methyl-3,4-dihydro-2H-quinoline-1-carbonyl}-phenoxy)-propyl]-carbamic acid methyl ester), C(C)I (ethyl iodide). The solvent is C1CCOC1.CN(C)C=O (THF DMF). Conditions: time 7 hour. Product: COC(N(CC)CCCOC1=CC=C(C=C1)C(=O)N1[C@H](C[C@H](C2=CC=CC=C12)N(C1=CC=C(C=C1)Cl)C(C)=O)C)=O ((2S,4R)-[3-(4-{4-[Acetyl-(4-chloro-phenyl)-amino]-2-methyl-3,4-dihydro-2H-quinoline-1-carbonyl}-phenoxy)-propyl]-ethyl-carbamic acid methyl ester). Yield: 35.1%. As a reaction SMILES: [CH3:1][O:2][C:3](=[O:39])[NH:4][CH2:5][CH2:6][CH2:7][O:8][C:9]1[CH:14]=[CH:13][C:12]([C:15]([N:17]2[C:26]3[C:21](=[CH:22][CH:23]=[CH:24][CH:25]=3)[C@H:20]([N:27]([C:35](=[O:37])[CH3:36])[C:28]3[CH:33]=[CH:32][C:31]([Cl:34])=[CH:30][CH:29]=3)[CH2:19][C@@H:18]2[CH3:38])=[O:16])=[CH:11][CH:10]=1.[H-].[Na+].[CH2:42](I)[CH3:43]>C1COCC1.CN(C=O)C>[CH3:1][O:2][C:3](=[O:39])[N:4]([CH2:5][CH2:6][CH2:7][O:8][C:9]1[CH:10]=[CH:11][C:12]([C:15]([N:17]2[C:26]3[C:21](=[CH:22][CH:23]=[CH:24][CH:25]=3)[C@H:20]([N:27]([C:35](=[O:37])[CH3:36])[C:28]3[CH:29]=[CH:30][C:31]([Cl:34])=[CH:32][CH:33]=3)[CH2:19][C@@H:18]2[CH3:38])=[O:16])=[CH:13][CH:14]=1)[CH2:42][CH3:43] |f:1.2,4.5|. Reported procedure: (2S,4R)-[3-(4-{4-[Acetyl-(4-chloro-phenyl)-amino]-2-methyl-3,4-dihydro-2H-quinoline-1-carbonyl}-phenoxy)-propyl]-carbamic acid methyl ester (41 mg, 0.074 mmol) was dissolved in THF/DMF (10:1, 3 mL). To this solution was added Sodium Hydride (2 mg, 0.089 mmol), followed by ethyl iodide (14 mg, 0.089 mmol). The reaction was stirred at room temperature for 7 hours and was quenched by adding 1 mL of water. The mixture was concentrated under reduced pressure and dissolved in DCM (15 mL). The reaction... Starting materials: N1CCCC2=CC=CC=C12 (1,2,3,4-tetrahydroquinoline), C(C)(=O)NC(CCl)C (2-acetamidopropyl chloride). The product is OCCN1CCCC2=CC=CC=C12 (N-(2-Hydroxyethyl)-1,2,3,4-tetrahydroquinoline). Reaction SMILES: [NH:1]1[C:10]2[C:5](=[CH:6][CH:7]=[CH:8][CH:9]=2)[CH2:4][CH2:3][CH2:2]1.[C:11](NC(C)CCl)(=[O:13])[CH3:12]>>[OH:13][CH2:11][CH2:12][N:1]1[C:10]2[C:5](=[CH:6][CH:7]=[CH:8][CH:9]=2)[CH2:4][CH2:3][CH2:2]1. Reported procedure: N-(2-Acetamidopropyl)-1,2,3,4-tetrahydroquinoline was obtained in an analogous way by reacting 1,2,3,4-tetrahydroquinoline with 2-acetamidopropyl chloride.